From a dataset of the Open Reaction Database (ORD), a public repository of structured organic reaction records. describe an organic reaction: reactants, conditions, products, and yield Reactants: Cc1cc(Br)cc(C)c1Oc1cc(Nc2ccc(C#N)cc2)c([N+](=O)[O-])cc1[N+](=O)[O-], Cc1cccc(C)c1O, CS(C)=O. The product is Cc1cccc(C)c1Oc1cc(Nc2ccc(C#N)cc2)c([N+](=O)[O-])cc1[N+](=O)[O-]. As a reaction SMILES: [C:1](#[N:2])[c:3]1[cH:4][cH:5][c:6]([NH:9][c:10]2[c:11]([N+:29](=[O:30])[O-:31])[cH:12][c:13]([N+:26](=[O:27])[O-:28])[c:14]([O:16][c:17]3[c:18]([CH3:25])[cH:19][c:20]([Br:24])[cH:21][c:22]3[CH3:23])[cH:15]2)[cH:7][cH:8]1.[CH3:32][c:33]1[cH:34][cH:35][cH:36][c:37]([CH3:38])[c:39]1[OH:40].[CH3:41][S:42]([CH3:43])=[O:44]>>[C:1](#[N:2])[c:3]1[cH:4][cH:5][c:6]([NH:9][c:10]2[c:11]([N+:29](=[O:30])[O-:31])[cH:12][c:13]([N+:26](=[O:27])[O-:28])[c:14]([O:16][c:17]3[c:18]([CH3:25])[cH:19][cH:20][cH:21][c:22]3[CH3:23])[cH:15]2)[cH:7][cH:8]1. Starting materials: O=C([O-])[O-], CCS, CN(C)C=O, O=C1c2ccccc2COc2ccc(OCc3ccc4cc(F)c(Cl)cc4n3)cc21, [K+], [K+]. The product is CCSc1cc2ccc(COc3ccc4c(c3)C(=O)c3ccccc3CO4)nc2cc1Cl. RXN SMILES: [C:4](=[O:5])([O-:6])[O-:7].[CH2:1]([CH3:2])[SH:3].[CH3:40][N:41]([CH3:42])[CH:43]=[O:44].[Cl:10][c:11]1[c:12]([F:39])[cH:13][c:14]2[cH:15][cH:16][c:17]([CH2:21][O:22][c:23]3[cH:24][c:25]4[c:26]([cH:37][cH:38]3)[O:27][CH2:28][c:29]3[c:30]([cH:33][cH:34][cH:35][cH:36]3)[C:31]4=[O:32])[n:18][c:19]2[cH:20]1.[K+:8].[K+:9]>>[CH2:1]([CH3:2])[S:3][c:12]1[c:11]([Cl:10])[cH:20][c:19]2[c:14]([cH:13]1)[cH:15][cH:16][c:17]([CH2:21][O:22][c:23]1[cH:24][c:25]3[c:26]([cH:37][cH:38]1)[O:27][CH2:28][c:29]1[c:30]([cH:33][cH:34][cH:35][cH:36]1)[C:31]3=[O:32])[n:18]2. Starting materials: OCCNC=1NC2=C(N1)C=CC=C2 (2-(2-hydroxyethylamino)benzimidazole), C(C(=O)C1=CC=CC=C1)Br (phenacyl bromide). The solvent is CC(C)O (2-propanol). The product is Br.Br.OCCNC1=NC2=C(N1CC(=O)C1=CC=CC=C1)C=CC=C2 (2-(2-Hydroxyethylamino)-1-phenacylbenzimidazole dihydrobromide). The yield is 89.0%. RXN SMILES: [OH:1][CH2:2][CH2:3][NH:4][C:5]1[NH:6][C:7]2[CH:13]=[CH:12][CH:11]=[CH:10][C:8]=2[N:9]=1.[CH2:14]([Br:23])[C:15]([C:17]1[CH:22]=[CH:21][CH:20]=[CH:19][CH:18]=1)=[O:16]>CC(O)C>[BrH:23].[BrH:23].[OH:1][CH2:2][CH2:3][NH:4][C:5]1[N:6]([CH2:14][C:15]([C:17]2[CH:22]=[CH:21][CH:20]=[CH:19][CH:18]=2)=[O:16])[C:7]2[CH:13]=[CH:12][CH:11]=[CH:10][C:8]=2[N:9]=1 |f:3.4.5|. Procedure: Heat at reflux for three hours 8.95 g (50 mmol) of 2-(2-hydroxyethylamino)benzimidazole and 10 g of phenacyl bromide in 100 ml of 2-propanol. Allow to cool. Suction-filter the resulting precipitate and wash with acetone. The title compound is obtained. Reactants: C([O-])([O-])=O.[Na+].[Na+] (sodium carbonate), BrC1=CC=C(C=C1)C1CC(=NN1C1=C(C=C(C=C1)F)F)C(O)(C(F)(F)F)C(F)(F)F (5-(4-Bromo-phenyl)-1-(2,4-difluoro-phenyl)-3-[di-(trifluoromethyl)-hydroxy-methyl]-4,5-dihydro-1H-pyrazole), CSC=1C=C(C=CC1)B(O)O (3-(methylthio)-phenylboronic acid), C(C)O (ethanol). Reagents/catalysts: C=1C=CC(=CC1)[P](C=2C=CC=CC2)(C=3C=CC=CC3)[Pd]([P](C=4C=CC=CC4)(C=5C=CC=CC5)C=6C=CC=CC6)([P](C=7C=CC=CC7)(C=8C=CC=CC8)C=9C=CC=CC9)[P](C=1C=CC=CC1)(C=1C=CC=CC1)C=1C=CC=CC1 (Pd(PPh3)4). Solvent: COCCOC (1,2-dimethoxyethane). Reaction conditions: temperature 88 celsius, time 2 hour. Yields the product FC1=C(C=CC(=C1)F)N1N=C(CC1C1=CC=C(C=C1)C1=CC(=CC=C1)SC)C(O)(C(F)(F)F)C(F)(F)F (1-(2,4-difluoro-phenyl)-5-(3′-methylsulfanyl-biphenyl-4-yl)-3-[di-(trifluoromethyl)-hydroxy-methyl]-4,5-dihydro-1H-pyrazole). Yield: 11.2%. RXN SMILES: Br[C:2]1[CH:7]=[CH:6][C:5]([CH:8]2[N:12]([C:13]3[CH:18]=[CH:17][C:16]([F:19])=[CH:15][C:14]=3[F:20])[N:11]=[C:10]([C:21]([C:27]([F:30])([F:29])[F:28])([C:23]([F:26])([F:25])[F:24])[OH:22])[CH2:9]2)=[CH:4][CH:3]=1.[CH3:31][S:32][C:33]1[CH:34]=[C:35](B(O)O)[CH:36]=[CH:37][CH:38]=1.C(O)C.C(=O)([O-])[O-].[Na+].[Na+]>C1C=CC([P]([Pd]([P](C2C=CC=CC=2)(C2C=CC=CC=2)C2C=CC=CC=2)([P](C2C=CC=CC=2)(C2C=CC=CC=2)C2C=CC=CC=2)[P](C2C=CC=CC=2)(C2C=CC=CC=2)C2C=CC=CC=2)(C2C=CC=CC=2)C2C=CC=CC=2)=CC=1.COCCOC>[F:20][C:14]1[CH:15]=[C:16]([F:19])[CH:17]=[CH:18][C:13]=1[N:12]1[CH:8]([C:5]2[CH:6]=[CH:7][C:2]([C:37]3[CH:36]=[CH:35][CH:34]=[C:33]([S:32][CH3:31])[CH:38]=3)=[CH:3][CH:4]=2)[CH2:9][C:10]([C:21]([C:27]([F:29])([F:30])[F:28])([C:23]([F:25])([F:26])[F:24])[OH:22])=[N:11]1 |f:3.4.5,^1:54,56,75,94|. Reported procedure: 5-(4-Bromo-phenyl)-1-(2,4-difluoro-phenyl)-3-[di-(trifluoromethyl)-hydroxy-methyl]-4,5-dihydro-1H-pyrazole (50.0 mg, 0.10 mmol) prepared in Step 2 of Preparation 22, 3-(methylthio)-phenylboronic acid (25.0 mg, 0.15 mmol), Pd(PPh3)4 (11.5 mg, cat.), ethanol 0.5 mL and a 2N sodium carbonate solution (0.5 mL) were added to 1,2-dimethoxyethane (2.0 mL). The reaction mixture was stirred at 88° C. for 2 hours and then filtered through celite pad. A saturated solution of ammonium chloride was added to ... Reactants: CSC(=NC#N)SC, CC#CCN, CC#N. Product: CC#CCNC(=NC#N)SC. RXN SMILES: [C:1](#[N:2])[N:3]=[C:4]([S:5][CH3:6])[S:7][CH3:8].[CH2:9]([C:10]#[C:11][CH3:12])[NH2:13].[CH3:14][C:15]#[N:16]>>[C:1](#[N:2])[N:3]=[C:4]([S:5][CH3:6])[NH:13][CH2:9][C:10]#[C:11][CH3:12]. Starting materials: NC=1C=NC2=CC=CN=C2C1O (3-amino[1,5]naphthyridin-4-ol), C (charcoal), C(CCC)(=O)Cl (butyryl chloride). Product: OC1=C(C=NC2=CC=CN=C12)NC(CCC)=O (N-(4-hydroxy[1,5]naphthyridin-3-yl)butanamide). Yield: 46.3%. As a reaction SMILES: [NH2:1][C:2]1[CH:3]=[N:4][C:5]2[C:10]([C:11]=1[OH:12])=[N:9][CH:8]=[CH:7][CH:6]=2.[C:13](Cl)(=[O:17])[CH2:14][CH2:15][CH3:16].C>>[OH:12][C:11]1[C:10]2[C:5](=[CH:6][CH:7]=[CH:8][N:9]=2)[N:4]=[CH:3][C:2]=1[NH:1][C:13](=[O:17])[CH2:14][CH2:15][CH3:16]. Procedure details: Using the general method of Example 57 Part B, 3-amino[1,5]naphthyridin-4-ol (1.8 g, 11.2 mmol) was reacted with butyryl chloride (1.3 g, 12.3 mmol) to provide 1.2 g of N-(4-hydroxy[1,5]naphthyridin-3-yl)butanamide as a charcoal gray solid, m.p.>360° C. The reactants are C1CC2OCCOC2CN1, CCOC(C)=O, [Cl-], [Na+], [Na+], O=C([O-])[O-], O=C(O)C1c2ccccc2CCc2ccccc21. Yields the product O=C(C1c2ccccc2CCc2ccccc21)N1CCC2OCCOC2C1. RXN SMILES: [CH2:26]1[O:27][CH:28]2[CH2:29][CH2:30][NH:31][CH2:32][CH:33]2[O:34][CH2:35]1.[CH3:36][CH2:37][O:38][C:39](=[O:40])[CH3:41].[Cl-:1].[Na+:20].[Na+:21].[O-:22][C:23](=[O:24])[O-:25].[cH:2]1[cH:3][cH:4][cH:5][c:6]2[c:12]1[CH2:11][CH2:10][c:9]1[c:8]([cH:16][cH:15][cH:14][cH:13]1)[CH:7]2[C:17](=[O:18])[OH:19]>>[cH:2]1[cH:3][cH:4][cH:5][c:6]2[c:12]1[CH2:11][CH2:10][c:9]1[c:8]([cH:16][cH:15][cH:14][cH:13]1)[CH:7]2[C:17](=[O:19])[N:31]1[CH2:30][CH2:29][CH:28]2[O:27][CH2:26][CH2:35][O:34][CH:33]2[CH2:32]1.